From a dataset of the Open Reaction Database (ORD), a public repository of structured organic reaction records. describe an organic reaction: reactants, conditions, products, and yield Run at time 1 hour. Yields the product ClC1=NC=C(C=C1)CNC(SC)=N[N+](=O)[O-] (1-(2-chloro-5-pyridylmethyl)-2-methyl-3-nitroisothiourea). Run in CS(=O)C (dimethylsulfoxide). The yield is 6.9%. Procedure: To a solution of 2-methyl-3-nitroisothiourea (15.0 g) in dimethylsulfoxide (100 ml) was gradually added sodium hydride (oil free 2.9 g) at 5° C., while being stirred for one hour. Thereafter, 2-chloro-5-chloromethyl pyridine (18.0 g) was added to the solution at a temperature in the range of from 5° to 10° C., followed by overnight stirring thereofat room temperature. After the dimethylsulfoxide in the solution was distilled off under reduced pressure, the resulting residue was purified on a chr... Reactants: CSC(N)=N[N+](=O)[O-] (2-methyl-3-nitroisothiourea), [H-].[Na+] (sodium hydride), ClC1=NC=C(C=C1)CCl (2-chloro-5-chloromethyl pyridine). Reaction SMILES: [CH3:1][S:2][C:3](=[N:5][N+:6]([O-:8])=[O:7])[NH2:4].[H-].[Na+].[Cl:11][C:12]1[CH:17]=[CH:16][C:15]([CH2:18]Cl)=[CH:14][N:13]=1>CS(C)=O>[Cl:11][C:12]1[CH:17]=[CH:16][C:15]([CH2:18][NH:4][C:3](=[N:5][N+:6]([O-:8])=[O:7])[S:2][CH3:1])=[CH:14][N:13]=1 |f:1.2|. Reactants: COC(=O)C=Cc1ccc2nc3c4ccccc4n(C)c4cccc(c2c1)c34, CCOC(C)=O, [H][H]. The product is COC(=O)CCc1ccc2nc3c4ccccc4n(C)c4cccc(c2c1)c34. As a reaction SMILES: [CH3:1][O:2][C:3]([CH:4]=[CH:5][c:6]1[cH:7][c:8]2[c:9]([cH:10][cH:11]1)[n:12][c:13]1[c:14]3[c:15]2[cH:16][cH:17][cH:18][c:19]3[n:20]([CH3:27])[c:21]2[cH:22][cH:23][cH:24][cH:25][c:26]12)=[O:28].[CH3:31][CH2:32][O:33][C:34](=[O:35])[CH3:36].[H:29][H:30]>>[CH3:1][O:2][C:3]([CH2:4][CH2:5][c:6]1[cH:7][c:8]2[c:9]([cH:10][cH:11]1)[n:12][c:13]1[c:14]3[c:15]2[cH:16][cH:17][cH:18][c:19]3[n:20]([CH3:27])[c:21]2[cH:22][cH:23][cH:24][cH:25][c:26]12)=[O:28]. Yields the product SCCC(=O)[C@H]1[C@@H](CCCC1)C(=O)O (trans-2-(3-Mercapto-1-oxopropyl)cyclohexanecarboxylic acid). The solvent is O (water). Procedure: trans-2-[3-(Acetylthio)-1-oxopropyl]cyclohexanecarboxylic acid (3.0 g., 11.6 mmol.) is added to a cold mixture of 5 ml. of concentrated ammonium hydroxide and 5 ml. of water under argon. The mixture is stirred at room temperature for 30 minutes. While cooling to 0°, the solution is acidified with concentrated hydrochloric acid. The mixture is extracted four times with ethyl acetate. The extracts are dried and the solvent is removed in vacuo. The oily product is chromatographed on 90 g. of silica... Reactants: C(C)(=O)SCCC(=O)[C@H]1[C@@H](CCCC1)C(=O)O (trans-2-[3-(Acetylthio)-1-oxopropyl]cyclohexanecarboxylic acid), [OH-].[NH4+] (ammonium hydroxide), Cl (hydrochloric acid). Yield: 88.0%. Run at time 30 minute. As a reaction SMILES: C([S:4][CH2:5][CH2:6][C:7]([C@@H:9]1[CH2:14][CH2:13][CH2:12][CH2:11][C@H:10]1[C:15]([OH:17])=[O:16])=[O:8])(=O)C.[OH-].[NH4+].Cl>O>[SH:4][CH2:5][CH2:6][C:7]([C@@H:9]1[CH2:14][CH2:13][CH2:12][CH2:11][C@H:10]1[C:15]([OH:17])=[O:16])=[O:8] |f:1.2|. The reactants are BrC1=C(C=CC=C1)C1=CC=C(C=C1)S(=O)(=O)C (1-bromo-2-[4-(methylsulfonyl)phenyl]benzene), ClC=1C=C(C=CC1OC)B(O)O (3-chloro-4-methoxyphenylboronic acid). Product: ClC1=C(C=CC(=C1)C1=C(C=CC=C1)C1=CC=C(C=C1)S(=O)(=O)C)OC (2-chloro-1-methoxy-4-[2-[4-(methylsulfonyl)phenyl]phenyl]benzene). Yield: 68.3%. RXN SMILES: Br[C:2]1[CH:7]=[CH:6][CH:5]=[CH:4][C:3]=1[C:8]1[CH:13]=[CH:12][C:11]([S:14]([CH3:17])(=[O:16])=[O:15])=[CH:10][CH:9]=1.[Cl:18][C:19]1[CH:20]=[C:21](B(O)O)[CH:22]=[CH:23][C:24]=1[O:25][CH3:26]>>[Cl:18][C:19]1[CH:20]=[C:21]([C:2]2[CH:7]=[CH:6][CH:5]=[CH:4][C:3]=2[C:8]2[CH:13]=[CH:12][C:11]([S:14]([CH3:17])(=[O:16])=[O:15])=[CH:10][CH:9]=2)[CH:22]=[CH:23][C:24]=1[O:25][CH3:26]. Procedure details: Following the general procedure outlined in Synthetic Scheme VI, 4.0 g (13 mmol) of 1-bromo-2-[4-(methylsulfonyl)phenyl]benzene (Example 4, Step 2) was reacted with 2.86 g (15.4 mmol) of 3-chloro-4-methoxyphenylboronic acid (Step 2). Purification by silica gel chromatography (Waters PrepLC 500A) with ethyl acetate/hexane (35:65) and subsequent recrystallization from ethyl acetate/hexane gave 3.31 g (69%) of 2-chloro-1-methoxy-4-[2-[4-(methylsulfonyl)phenyl]phenyl]benzene as a colorless solid: mp... Starting materials: ClC1=C(C(=O)O)C=C(C=C1)NC(C1=CC=C(C=C1)C#N)=O (2-Chloro-5-(4-Cyano-Benzoylamino)-Benzoic Acid), C(C)(C)(C)OC(=O)N1CCC(CC1)S(=O)(=O)C1=CC=C(C=C1)NC1=NC=C(C=N1)N (4-[4-(5-Amino-Pyrimidin-2-ylamino)-Benzenesulfonyl]-Piperidine-1-Carboxylic Acid tert-Butyl Ester), ClC1=NC(=NC(=N1)OC)OC (2-chloro-4,6-dimethoxy-1,3,5-triazine), CN1CCOCC1 (4-methyl morpholine). Solvent: C(Cl)Cl (DCM). Run at time 1 hour. Yields the product C(C)(C)(C)OC(=O)N1CCC(CC1)S(=O)(=O)C1=CC=C(C=C1)NC1=NC=C(C=N1)NC(C1=C(C=CC(=C1)NC(C1=CC=C(C=C1)C#N)=O)Cl)=O (4-(4-{5-[2-Chloro-5-(4-Cyano-Benzoylamino)-Benzoylamino]-Pyrimidin-2-ylamino}-Benzenesulfonyl)-Piperidine-1-Carboxylic Acid tert-Butyl Ester). Isolated yield 38.2%. Reaction SMILES: [Cl:1][C:2]1[CH:10]=[CH:9][C:8]([NH:11][C:12](=[O:21])[C:13]2[CH:18]=[CH:17][C:16]([C:19]#[N:20])=[CH:15][CH:14]=2)=[CH:7][C:3]=1[C:4]([OH:6])=O.ClC1N=C(OC)N=C(OC)N=1.CN1CCOCC1.[C:40]([O:44][C:45]([N:47]1[CH2:52][CH2:51][CH:50]([S:53]([C:56]2[CH:61]=[CH:60][C:59]([NH:62][C:63]3[N:68]=[CH:67][C:66]([NH2:69])=[CH:65][N:64]=3)=[CH:58][CH:57]=2)(=[O:55])=[O:54])[CH2:49][CH2:48]1)=[O:46])([CH3:43])([CH3:42])[CH3:41]>C(Cl)Cl>[C:40]([O:44][C:45]([N:47]1[CH2:48][CH2:49][CH:50]([S:53]([C:56]2[CH:57]=[CH:58][C:59]([NH:62][C:63]3[N:68]=[CH:67][C:66]([NH:69][C:4](=[O:6])[C:3]4[CH:7]=[C:8]([NH:11][C:12](=[O:21])[C:13]5[CH:18]=[CH:17][C:16]([C:19]#[N:20])=[CH:15][CH:14]=5)[CH:9]=[CH:10][C:2]=4[Cl:1])=[CH:65][N:64]=3)=[CH:60][CH:61]=2)(=[O:54])=[O:55])[CH2:51][CH2:52]1)=[O:46])([CH3:43])([CH3:41])[CH3:42]. Procedure: Intermediate 16 (Example 24) (0.132 g, 0.439 mmol) was combined with 2-chloro-4,6-dimethoxy-1,3,5-triazine (CDMT) (0.093 g, 0.53 mmol) and diluted with DCM (4 mL). This was immediately treated with 4-methyl morpholine (0.10 mL, 0.88 mmol) and allowed to stir at ambient temperature for 1 h. Intermediate 13 (Example 20) (0.20 g, 0.462 mmol) was then added in one portion. Stirring was continued overnight. After 18 h, reaction solvents were removed and resulting crude solids purified via HPLC to aff... Reactants: C(CC)[C@]12[C@H](CC[C@H]2[C@H]2[C@H](CC1)C=1CC=C(CC1CC2)OC)O (13β-n-propyl-3-methoxy-gona-2,5(10)-dien-17β-ol), CC([O-])C.[Al+3].CC([O-])C.CC([O-])C (aluminium isopropoxide). Run in C1(=CC=CC=C1)C (toluene), C1(CCCCC1)=O (cyclohexanone). Yields the product C(CC)[C@]12C(CC[C@H]2[C@H]2[C@H](CC1)C=1CC=C(CC1CC2)OC)=O (13β-n-propyl-3-methoxy-gona-2,5(10)-dien-17-one). The yield is 67.1%. RXN SMILES: [CH2:1]([C@:4]12[CH2:12][CH2:11][C@@H:10]3[C:13]4[CH2:14][CH:15]=[C:16]([O:21][CH3:22])[CH2:17][C:18]=4[CH2:19][CH2:20][C@H:9]3[C@@H:8]1[CH2:7][CH2:6][C@@H:5]2[OH:23])[CH2:2][CH3:3].CC(C)[O-].[Al+3].CC(C)[O-].CC(C)[O-]>C1(C)C=CC=CC=1.C1(=O)CCCCC1>[CH2:1]([C@:4]12[CH2:12][CH2:11][C@@H:10]3[C:13]4[CH2:14][CH:15]=[C:16]([O:21][CH3:22])[CH2:17][C:18]=4[CH2:19][CH2:20][C@H:9]3[C@@H:8]1[CH2:7][CH2:6][C:5]2=[O:23])[CH2:2][CH3:3] |f:1.2.3.4|. Reported procedure: Reflux 13β-n-propyl-3-methoxy-gona-2,5(10)-dien-17β-ol (3.0 g.) with aluminium isopropoxide in toluene and cyclohexanone according to the conditions of Oppenauer oxidation. Isolate and recrystallize the product from methanol to give 13β-n-propyl-3-methoxy-gona-2,5(10)-dien-17-one (2.0 g.), m.p. 128°- 31° C. with softening at 125°. The reactants are COC=1C=CC=C2C=NC(=NC12)N[C@@H]1CC[C@H](CC1)O (trans-4-[(8-methoxyquinazolin-2-yl)amino]cyclohexanol), C(C)[S-].[Na+] (sodium ethanethiolate). Run in CN(C)C=O (DMF). Run at temperature 11 celsius. The product is O[C@@H]1CC[C@H](CC1)NC1=NC2=C(C=CC=C2C=N1)O (2-[(trans-4-hydroxycyclohexyl)amino]quinazolin-8-ol). Reaction SMILES: C[O:2][C:3]1[CH:4]=[CH:5][CH:6]=[C:7]2[C:12]=1[N:11]=[C:10]([NH:13][C@H:14]1[CH2:19][CH2:18][C@H:17]([OH:20])[CH2:16][CH2:15]1)[N:9]=[CH:8]2.C([S-])C.[Na+]>CN(C=O)C>[OH:20][C@H:17]1[CH2:16][CH2:15][C@H:14]([NH:13][C:10]2[N:9]=[CH:8][C:7]3[C:12](=[C:3]([OH:2])[CH:4]=[CH:5][CH:6]=3)[N:11]=2)[CH2:19][CH2:18]1 |f:1.2|. Procedure: To a solution of trans-4-[(8-methoxyquinazolin-2-yl)amino]cyclohexanol (5.90 g, 21.6 mmol) in DMF (300 mL) was added sodium ethanethiolate (5.45 g, 65 mmol) and the mix heated to 11° C. for 3 hours under nitrogen. The reaction was cooled to ambient temperature and the DMF removed in-vacuo. The residue was diluted with MeOH (20 mL), DCM (200 mL) and EtOAc (100 mL) and then acidified with 1 M HCl to pH=1. The mix was concentrated in-vacuo where a yellow ppt crashed out. This was filtered off, wash...